From a dataset of the Open Reaction Database (ORD), a public repository of structured organic reaction records. describe an organic reaction: reactants, conditions, products, and yield The reactants are C(C(=O)Cl)(=O)Cl (Oxalyl chloride), CC1C(CCC(=C1)C)CO ((±)-(2,4-dimethylcyclohex-3-en-1-yl)methanol), O (water). Yields the product CC1C(CCC(=C1)C)COC(C(=O)OCC1C(C=C(CC1)C)C)=O ((±)-bis[(2,4-dimethyl-3-cyclohexen-1-yl)methyl]oxalate). The solvent is N1=CC=CC=C1 (pyridine). RXN SMILES: [C:1](Cl)(=[O:5])[C:2](Cl)=[O:3].[CH3:7][CH:8]1[CH:13]=[C:12]([CH3:14])[CH2:11][CH2:10][CH:9]1[CH2:15][OH:16].[OH2:17]>N1C=CC=CC=1>[CH3:7][CH:8]1[CH:13]=[C:12]([CH3:14])[CH2:11][CH2:10][CH:9]1[CH2:15][O:16][C:1](=[O:5])[C:2]([O:17][CH2:15][CH:9]1[CH2:10][CH2:11][C:12]([CH3:14])=[CH:13][CH:8]1[CH3:7])=[O:3]. Reported procedure: Oxalyl chloride (10 ml, 116 mmol) was added dropwise to a stirred solution of (±)-(2,4-dimethylcyclohex-3-en-1-yl)methanol (32.48 g, 233 mmol, cis/trans ca. 4:1) in pyridine (270 ml) at 0° C. over a period of 15 min. The solution was allowed to warm up to room temperature and, after 21 h, was poured onto cold water, extracted with diethyl ether (2×), H2SO4 (10%) (2×), NaHCO3 (sat.) and NaCl (sat.). The organic layer was dried (Na2SO4) and concentrated. Column chromatography (SiO2, heptane/ether ... The yield is 85.0%. The reactants are BrC=1C=C2C(NC(C2=CC1)=O)=O (5-bromoisoindoline-1,3-dione), CN(C)C=O (DMF). Reagents/catalysts: [C-]#N.[C-]#N.[Zn+2] (Zn(CN)2), C=1C=CC(=CC1)[P](C=2C=CC=CC2)(C=3C=CC=CC3)[Pd]([P](C=4C=CC=CC4)(C=5C=CC=CC5)C=6C=CC=CC6)([P](C=7C=CC=CC7)(C=8C=CC=CC8)C=9C=CC=CC9)[P](C=1C=CC=CC1)(C=1C=CC=CC1)C=1C=CC=CC1 (Pd(Ph3P)4). Reaction conditions: temperature 200 celsius. Product: O=C1NC(C2=CC(=CC=C12)C#N)=O (1,3-dioxoisoindoline-5-carbonitrile). Isolated yield 27.4%. As a reaction SMILES: Br[C:2]1[CH:3]=[C:4]2[C:8](=[CH:9][CH:10]=1)[C:7](=[O:11])[NH:6][C:5]2=[O:12].[CH3:13][N:14](C=O)C>C1C=CC([P]([Pd]([P](C2C=CC=CC=2)(C2C=CC=CC=2)C2C=CC=CC=2)([P](C2C=CC=CC=2)(C2C=CC=CC=2)C2C=CC=CC=2)[P](C2C=CC=CC=2)(C2C=CC=CC=2)C2C=CC=CC=2)(C2C=CC=CC=2)C2C=CC=CC=2)=CC=1.[C-]#N.[C-]#N.[Zn+2]>[O:11]=[C:7]1[C:8]2[C:4](=[CH:3][C:2]([C:13]#[N:14])=[CH:10][CH:9]=2)[C:5](=[O:12])[NH:6]1 |f:3.4.5,^1:21,23,42,61|. Procedure: A mixture of 5-bromoisoindoline-1,3-dione (2.5 g, 11.06 mmol) and Pd(Ph3P)4 (1.406 g, 1.217 mmol) in DMF (50 ml) was accurately degassed with nitrogen, then Zn(CN)2 (1.299 g, 11.06 mmol) was added, and the solution, splitted in 5 vials, was heated under microwave irradiation at 200° C. for 1 hour. A 3% aqueous solution of NH4OH (200 ml) was added, and the organic phase was extracted with ethyl acetate (3×150 ml). The combined organic layers were washed with brine (150 ml), dried over sodium sulf... The reactants are COC=1C=C(C=C(C1)OC)NC=1C(=NC2=CC=CC=C2N1)NS(=O)(=O)C=1C=C(C=CC1)NC(=O)C1CNC1 (N-(3-(N-(3-(3,5-dimethoxy-phenylamino)quinoxalin-2-yl)sulfamoyl)phenyl)azetidine-3-carboxamide), ClCCCl (DCE), C(C)(=O)O[BH-](OC(C)=O)OC(C)=O.C[N+](C)(C)C (tetramethylammonium triacetoxyborohydride), aldehyde. Run in CN(C)C=O (DMF). Run at time 8 hour. The product is C1(CC1)C(=O)N1CC(C1)C(=O)NC1=CC(=CC=C1)S(NC1=NC2=CC=CC=C2N=C1NC1=CC(=CC(=C1)OC)OC)(=O)=O (1-(cyclopropanecarbonyl)-N-(3-(N-(3-(3,5-dimethoxy-phenylamino)quinoxalin-2-yl)sulfamoyl)phenyl)azetidine-3-carboxamide). As a reaction SMILES: [CH3:1][O:2][C:3]1[CH:4]=[C:5]([NH:11][C:12]2[C:13]([NH:22][S:23]([C:26]3[CH:27]=[C:28]([NH:32][C:33]([CH:35]4[CH2:38][NH:37][CH2:36]4)=[O:34])[CH:29]=[CH:30][CH:31]=3)(=[O:25])=[O:24])=[N:14][C:15]3[C:20]([N:21]=2)=[CH:19][CH:18]=[CH:17][CH:16]=3)[CH:6]=[C:7]([O:9][CH3:10])[CH:8]=1.C(O[BH-](O[C:49](=[O:51])[CH3:50])OC(=O)C)(=O)C.C[N+](C)(C)C.Cl[CH2:58][CH2:59]Cl>CN(C=O)C>[CH:50]1([C:49]([N:37]2[CH2:38][CH:35]([C:33]([NH:32][C:28]3[CH:29]=[CH:30][CH:31]=[C:26]([S:23](=[O:25])(=[O:24])[NH:22][C:13]4[C:12]([NH:11][C:5]5[CH:4]=[C:3]([O:2][CH3:1])[CH:8]=[C:7]([O:9][CH3:10])[CH:6]=5)=[N:21][C:20]5[C:15](=[CH:16][CH:17]=[CH:18][CH:19]=5)[N:14]=4)[CH:27]=3)=[O:34])[CH2:36]2)=[O:51])[CH2:59][CH2:58]1 |f:1.2|. Reported procedure: To a solution of N-(3-(N-(3-(3,5-dimethoxy-phenylamino)quinoxalin-2-yl)sulfamoyl)phenyl)azetidine-3-carboxamide (110 mg, 0.19 mmol), prepared using procedures similar to those described in Example 372, in 3 mL of DCE and 200 μL of DMF, aldehyde (0.77 mmol, 4.0 eq.) was added slowly followed by tetramethylammonium triacetoxyborohydride (1.16 mmol, 6.0 eq). The reaction was stirred at room temperature overnight. LC/MS indicated the reaction was completed. The solvent was subsequently removed under... Starting materials: CC1CCOCc2nc3cnc4cc(Br)ccc4c3n21, ClC(Cl)Cl, [NH4+], [OH-], O=C(OO)c1cccc(Cl)c1. Product: CC1CCOCc2nc3c[n+]([O-])c4cc(Br)ccc4c3n21. Reaction SMILES: [Br:12][c:13]1[cH:14][cH:15][c:16]2[c:17]3[c:18]([cH:19][n:20][c:21]2[cH:22]1)[n:23][c:24]1[n:25]3[CH:26]([CH3:31])[CH2:27][CH2:28][O:29][CH2:30]1.[CH:34]([Cl:35])([Cl:36])[Cl:37].[NH4+:32].[OH-:33].[OH:1][O:2][C:3]([c:4]1[cH:5][c:6]([Cl:7])[cH:8][cH:9][cH:10]1)=[O:11]>>[O-:1][n+:20]1[cH:19][c:18]2[c:17]([c:16]3[cH:15][cH:14][c:13]([Br:12])[cH:22][c:21]31)[n:25]1[c:24]([n:23]2)[CH2:30][O:29][CH2:28][CH2:27][CH:26]1[CH3:31].